Dataset: the Open Reaction Database (ORD), a public repository of structured organic reaction records. Task: describe an organic reaction: reactants, conditions, products, and yield The reactants are CC1(CC2(C(NC(N2)=O)=O)CC(N1)(C)C)C (7,7,9,9-tetramethyl-1,3,8-triazaspiro[4.5]decane-2,4-dione), O1C(COC2CCC(CC2)C(C)(C)C2CCC(CC2)OCC2CO2)C1 (2,2-bis[4-(2,3-epoxypropoxy)cyclohexyl]propane), [OH-].[K+] (potassium hydroxide). Run in CO (methanol). The product is OC(COC1CCC(CC1)C(C)(C)C1CCC(CC1)OCC(CN1C(NC2(C1=O)CC(NC(C2)(C)C)(C)C)=O)O)CN2C(NC1(C2=O)CC(NC(C1)(C)C)(C)C)=O (2,2-Bis{4-[2-hydroxy-3-(7,7,9,9-tetramethyl-2,4-dioxo-1,3,8-triazaspiro[4.5]dec-3-yl)propoxy]cyclohexyl}propane). Reaction SMILES: [CH3:1][C:2]1([CH3:16])[NH:13][C:12]([CH3:15])([CH3:14])[CH2:11][C:4]2([NH:8][C:7](=[O:9])[NH:6][C:5]2=[O:10])[CH2:3]1.[O:17]1[CH2:41][CH:18]1[CH2:19][O:20][CH:21]1[CH2:26][CH2:25][CH:24]([C:27]([CH:30]2[CH2:35][CH2:34][CH:33]([O:36][CH2:37][CH:38]3[O:40][CH2:39]3)[CH2:32][CH2:31]2)([CH3:29])[CH3:28])[CH2:23][CH2:22]1.[OH-:42].[K+]>CO>[OH:17][CH:18]([CH2:41][N:6]1[C:5](=[O:42])[C:4]2([CH2:3][C:2]([CH3:1])([CH3:16])[NH:13][C:12]([CH3:15])([CH3:14])[CH2:11]2)[NH:8][C:7]1=[O:9])[CH2:19][O:20][CH:21]1[CH2:22][CH2:23][CH:24]([C:27]([CH:30]2[CH2:31][CH2:32][CH:33]([O:36][CH2:37][CH:38]([OH:40])[CH2:39][N:6]3[C:5](=[O:10])[C:4]4([CH2:3][C:2]([CH3:16])([CH3:1])[NH:13][C:12]([CH3:15])([CH3:14])[CH2:11]4)[NH:8][C:7]3=[O:9])[CH2:34][CH2:35]2)([CH3:29])[CH3:28])[CH2:25][CH2:26]1 |f:2.3|. Reported procedure: 40.0 g of 7,7,9,9-tetramethyl-1,3,8-triazaspiro[4.5]decane-2,4-dione, 17.5 g of 2,2-bis[4-(2,3-epoxypropoxy)cyclohexyl]propane and 2.0 g of potassium hydroxide were reacted in 300 ml of methanol, following substantially the same procedure as was described in Example 1. The desired Compound No. 118 was obtained in the form of a white powder, having an Rf value of 0.56 on thin-layer chromatography on silica gel using a 8:1:1:1 by volume mixture of ethyl acetate, benzene, ethanol and triethylamine ...